From a dataset of the Open Reaction Database (ORD), a public repository of structured organic reaction records. describe an organic reaction: reactants, conditions, products, and yield Reactants: [BH4-], Cl, CC(C)NCC(=O)c1cc(Br)c(N)c(C#N)c1, [Na+]. The product is CC(C)NCC(O)c1cc(Br)c(N)c(C#N)c1. As a reaction SMILES: [BH4-:19].[ClH:1].[NH2:2][c:3]1[c:4]([Br:18])[cH:5][c:6]([C:11]([CH2:12][NH:13][CH:14]([CH3:15])[CH3:16])=[O:17])[cH:7][c:8]1[C:9]#[N:10].[Na+:20]>>[NH2:2][c:3]1[c:4]([Br:18])[cH:5][c:6]([CH:11]([CH2:12][NH:13][CH:14]([CH3:15])[CH3:16])[OH:17])[cH:7][c:8]1[C:9]#[N:10]. Reactants: ClCC(CC(=O)[O-])=O (chloroacetoacetate), C(C)(=O)N (acetamide), C(C)(=O)O (acetic acid), Heterocyclic. The product is C(C)OC(=O)C1=C(N=C(O1)C)C (2,4-Dimethyl-oxazole-5-carboxylic acid ethyl ester). The yield is 9.0%. RXN SMILES: Cl[CH2:2][C:3](=O)[CH2:4][C:5]([O-:7])=[O:6].[C:9]([NH2:12])(=[O:11])[CH3:10].[C:13](O)(=O)[CH3:14]>>[CH2:13]([O:7][C:5]([C:4]1[O:11][C:9]([CH3:10])=[N:12][C:3]=1[CH3:2])=[O:6])[CH3:14]. Procedure: Prepared as in J. Heterocyclic Chem. 1998, 35, 859. A solution of chloroacetoacetate (20 g, 121 mmol) and acetamide (14.4 g, 240 mmol) in glacial acetic acid (40 mL) was heated to reflux for 72 h. The mixture was cooled to rt and concentrated under vacuum. The resulting material was cooled in an ice bath and made basic (pH 9-10) with 6 N NaOH solution. The aqueous solution was extracted with Et2O (3×100 mL). The combined Et2O layers were dried (Na2SO4), filtered, and concentrated to afford a lig... Reactants: N1C=CC=2C1=CN=C(C2)NC(=O)C2CC2 (N-(1H-pyrrolo[2,3-c]pyridin-5-yl)cyclopropane carboxamide), ClC1=C(C(=O)Cl)C(=CC=C1)Cl (2,6-dichloro benzoyl chloride). Product: ClC1=C(C(=O)C2=CNC3=CN=C(C=C32)NC(=O)C3CC3)C(=CC=C1)Cl (N-[3-(2,6-Dichlorobenzoyl)-1H-pyrrolo[2,3-c]pyridin-5-yl]cyclopropanecarboxamide). Reaction SMILES: [NH:1]1[C:5]2=[CH:6][N:7]=[C:8]([NH:10][C:11]([CH:13]3[CH2:15][CH2:14]3)=[O:12])[CH:9]=[C:4]2[CH:3]=[CH:2]1.[Cl:16][C:17]1[CH:25]=[CH:24][CH:23]=[C:22]([Cl:26])[C:18]=1[C:19](Cl)=[O:20]>>[Cl:16][C:17]1[CH:25]=[CH:24][CH:23]=[C:22]([Cl:26])[C:18]=1[C:19]([C:3]1[C:4]2[C:5](=[CH:6][N:7]=[C:8]([NH:10][C:11]([CH:13]3[CH2:14][CH2:15]3)=[O:12])[CH:9]=2)[NH:1][CH:2]=1)=[O:20]. Reported procedure: 1H NMR (400 MHz, DMSO-d6): δ 12.00 (br. s., 1H), 10.75 (br. s., 1H), 8.84-8.93 (m, 1H), 8.13 (d, J=5.27 Hz, 1H), 8.06 (s, 2H), 7.94 (br. s., 1H), 3.45-3.51 (m, 4H), 3.29 (s, 3H), 2.19 (s, 3H). MS: 449.81 (M+), 451.78 (M+2). N-[3-(2,6-Dichlorobenzoyl)-1H-pyrrolo[2,3-c]pyridin-5-yl]cyclopropanecarboxamide was prepared using N-(1H-pyrrolo[2,3-c]pyridin-5-yl)cyclopropane carboxamide and 2,6-dichloro benzoyl chloride (Compound No. 18). The reactants are ClC1=NC=C(C=C1)[N+](=O)[O-] (2-chloro-5-nitropyridine), amine, C1CCOC1 (THF). Product: N1CCCCC1 (piperidine), N1CCOCC1 (morpholine). As a reaction SMILES: Cl[C:2]1[CH:7]=[CH:6][C:5]([N+]([O-])=O)=[CH:4][N:3]=1.[CH2:11]1[CH2:15][O:14][CH2:13][CH2:12]1>>[NH:3]1[CH2:4][CH2:5][CH2:6][CH2:7][CH2:2]1.[NH:3]1[CH2:11][CH2:15][O:14][CH2:13][CH2:12]1. Procedure: A solution of 2-chloro-5-nitropyridine (1.58 g, 10 mmol) and appropriate amine (20 mmol) in THF (60 mL) was heated for several hours at 60° C. The solvent was evaporated and water was then added to the reaction mixture. The product was isolated by filtration (piperidine, morpholine), or extracted from the water solution with ethyl acetate (1-methylpiperazine, 2-(2-hydroxyethylamino)ethanol)). Starting materials: C(C)(=O)O[BH-](OC(C)=O)OC(C)=O.[Na+] (Sodium triacetoxyborohydride), ClC1=C(C(=O)NCC23CC4CC(CC(C2)C4)C3)C=C(C=C1)CCC=O (2-chloro-5-(3-oxopropyl)-N-(tricyclo[3.3.1.13,7]dec-1-ylmethyl)-benzamide), NCCCO (3-aminopropanol). Run in ClCCl (dichloromethane). Yields the product Cl.ClC1=C(C(=O)NCC23CC4CC(CC(C2)C4)C3)C=C(C=C1)CCCNCCCO (2-Chloro-5-[3-[(3-hydroxypropyl)amino]propyl]-N-(tricyclo[3.3.1.13,7]dec-1-ylmethyl)-benzamide, hydrochloride salt). Reaction SMILES: C(O[BH-](OC(=O)C)OC(=O)C)(=O)C.[Na+].[Cl:15][C:16]1[CH:35]=[CH:34][C:33]([CH2:36][CH2:37][CH:38]=O)=[CH:32][C:17]=1[C:18]([NH:20][CH2:21][C:22]12[CH2:31][CH:26]3[CH2:27][CH:28]([CH2:30][CH:24]([CH2:25]3)[CH2:23]1)[CH2:29]2)=[O:19].[NH2:40][CH2:41][CH2:42][CH2:43][OH:44]>ClCCl>[ClH:15].[Cl:15][C:16]1[CH:35]=[CH:34][C:33]([CH2:36][CH2:37][CH2:38][NH:40][CH2:41][CH2:42][CH2:43][OH:44])=[CH:32][C:17]=1[C:18]([NH:20][CH2:21][C:22]12[CH2:31][CH:26]3[CH2:27][CH:28]([CH2:30][CH:24]([CH2:25]3)[CH2:23]1)[CH2:29]2)=[O:19] |f:0.1,5.6|. Procedure: Sodium triacetoxyborohydride (4.10 g) was added to a solution of 2-chloro-5-(3-oxopropyl)-N-(tricyclo[3.3.1.13,7]dec-1-ylmethyl)-benzamide (3.46 g, Example 14b) and 3-aminopropanol (1.73 ml) in dichloromethane (200 ml). After 24 h the crude reaction mixture was purified by flash chromatography (eluting with 5–20% methanol/dichloromethane+1% ammonia) and the hydrochloride salt precipitated from ether/methanol 19:1, to afford the title compound as a white solid (1.60 g). Solvent: C(C)#N (acetonitrile). Product: C(C1=CC=CC=C1)N1C(N(C(C=2C1=NN1C2NC(=C1)C1=CC=CC=C1)=O)CCC)=O (1-Benzyl-3-propyl-6-phenyl-1,2,3,4-tetrahydro-5H-imidazo [2',1':5,1]pyrazolo[3,4-d]pyrimidine-2,4-dione). Procedure details: A suspension of 3-amino-7-benzyl-5-propylpyrazolo [3,4-d]pyrimidine-4,6(5H,7H)-dione (2.0 g), phenacyl chloride (4.4 g), K2CO3 (2.5 g) and potassium iodide (1.4 g) in acetonitrile (150 ml) was stirred for 3 days at room temperature. Precipitating crystals were collected by filtration and washed with water. The filtrate was concentrated to give a syrup. The syrup was crystallized by the addition of isopropyl ether. The crystals were combined and dissolved in toluene (200 ml). To the solution was ... Yield: 41.2%. Reaction conditions: time 3 day. As a reaction SMILES: [NH2:1][C:2]1[C:10]2[C:9](=[O:11])[N:8]([CH2:12][CH2:13][CH3:14])[C:7](=[O:15])[N:6]([CH2:16][C:17]3[CH:22]=[CH:21][CH:20]=[CH:19][CH:18]=3)[C:5]=2[NH:4][N:3]=1.[CH2:23](Cl)[C:24]([C:26]1[CH:31]=[CH:30][CH:29]=[CH:28][CH:27]=1)=O.C([O-])([O-])=O.[K+].[K+].[I-].[K+]>C(#N)C>[CH2:16]([N:6]1[C:5]2=[N:4][N:3]3[CH:23]=[C:24]([C:26]4[CH:31]=[CH:30][CH:29]=[CH:28][CH:27]=4)[NH:1][C:2]3=[C:10]2[C:9](=[O:11])[N:8]([CH2:12][CH2:13][CH3:14])[C:7]1=[O:15])[C:17]1[CH:22]=[CH:21][CH:20]=[CH:19][CH:18]=1 |f:2.3.4,5.6|. Reactants: NC1=NNC=2N(C(N(C(C21)=O)CCC)=O)CC2=CC=CC=C2 (3-amino-7-benzyl-5-propylpyrazolo [3,4-d]pyrimidine-4,6(5H,7H)-dione), C(C(=O)C1=CC=CC=C1)Cl (phenacyl chloride), C(=O)([O-])[O-].[K+].[K+] (K2CO3), [I-].[K+] (potassium iodide). Reactants: F[B-](F)(F)F, NC(=N[N+](=O)[O-])NCCCC(N)C(=O)NCc1ccc(CO)cc1, O=C(O)C(c1ccccc1)c1ccccc1, CN(C)C(On1nnc2ccccc21)=[N+](C)C. Yields the product NC(=N[N+](=O)[O-])NCCCC(NC(=O)C(c1ccccc1)c1ccccc1)C(=O)NCc1ccc(CO)cc1. As a reaction SMILES: [B-:41]([F:42])([F:43])([F:44])[F:45].[NH2:1][C:2]([NH:3][CH2:4][CH2:5][CH2:6][CH:7]([NH2:8])[C:9](=[O:10])[NH:11][CH2:12][c:13]1[cH:14][cH:15][c:16]([CH2:19][OH:20])[cH:17][cH:18]1)=[N:21][N+:22](=[O:23])[O-:24].[c:25]1([CH:31]([C:32](=[O:33])[OH:34])[c:35]2[cH:36][cH:37][cH:38][cH:39][cH:40]2)[cH:26][cH:27][cH:28][cH:29][cH:30]1.[n:46]1([O:47][C:48]([N:49]([CH3:50])[CH3:51])=[N+:52]([CH3:53])[CH3:54])[c:55]2[cH:56][cH:57][cH:58][cH:59][c:60]2[n:61][n:62]1>>[NH2:1][C:2]([NH:3][CH2:4][CH2:5][CH2:6][CH:7]([NH:8][C:32]([CH:31]([c:25]1[cH:26][cH:27][cH:28][cH:29][cH:30]1)[c:35]1[cH:36][cH:37][cH:38][cH:39][cH:40]1)=[O:33])[C:9](=[O:10])[NH:11][CH2:12][c:13]1[cH:14][cH:15][c:16]([CH2:19][OH:20])[cH:17][cH:18]1)=[N:21][N+:22](=[O:23])[O-:24].